describe an organic reaction: reactants, conditions, products, and yield From a dataset of the Open Reaction Database (ORD), a public repository of structured organic reaction records. Reactants: CC=1SC2=C(N1)C(C1=C(C=C2)C=C(C=C1)CCC)=O (2-Methyl-7-n-propyl-4H-benzo[5,6]cyclohepta[1,2-d]thiazol-4-one), [BH4-].[Na+] (sodium borohydride). Run in CS(=O)C (dimethylsulphoxide), O1CCOCC1 (1,4-dioxane). Reaction conditions: time 24 hour. The product is CC=1SC2=C(N1)C(C1=C(C=C2)C=C(C=C1)CCC)O ((±)-2-Methyl-7-n-propyl-4H-benzo[5,6]cyclohepta[1,2-d]thiazol-4-ol). Reaction SMILES: [CH3:1][C:2]1[S:3][C:4]2[CH:11]=[CH:10][C:9]3[CH:12]=[C:13]([CH2:16][CH2:17][CH3:18])[CH:14]=[CH:15][C:8]=3[C:7](=[O:19])[C:5]=2[N:6]=1.[BH4-].[Na+]>CS(C)=O.O1CCOCC1>[CH3:1][C:2]1[S:3][C:4]2[CH:11]=[CH:10][C:9]3[CH:12]=[C:13]([CH2:16][CH2:17][CH3:18])[CH:14]=[CH:15][C:8]=3[CH:7]([OH:19])[C:5]=2[N:6]=1 |f:1.2|. Reported procedure: To a solution of the product from step (x) (3.1 g) in dry dimethylsulphoxide (30 ml) and dry 1,4-dioxane (90 ml) was added sodium borohydride (0.7 g). After stirring at room temperature for 24 h the reaction mixture was quenched with water and extracted with ethyl acetate. The organic layer was washed with saturated sodium bicarbonate solution, then brine. The organic layer was collected and dried over magnesium sulphate and solvent removed under reduced pressure to leave a pale yellow gum. Reactants: ClCC1CNC(O1)=O (5-(chloromethyl)-1,3-oxazolidin-2-one), BrC1=NC=C(C=C1)Cl (2-bromo-5-chloropyridine), C([O-])([O-])=O.[Cs+].[Cs+] (cesium carbonate), tribenzylideneacetone, CC1(C2=CC=CC(=C2OC=2C(=CC=CC12)P(C1=CC=CC=C1)C1=CC=CC=C1)P(C1=CC=CC=C1)C1=CC=CC=C1)C ((9,9-dimethyl-9H-xanthene-4,5-diyl)bis(diphenylphosphine)). Solvent: O1CCOCC1 (dioxane). Reaction conditions: temperature 85 celsius, time 12 hour. Yields the product ClCC1CN(C(O1)=O)C1=NC=C(C=C1)Cl (5-(Chloromethyl)-3-(5-chloropyridin-2-yl)-1,3-oxazolidin-2-one). Isolated yield 82.8%. Reaction SMILES: [Cl:1][CH2:2][CH:3]1[O:7][C:6](=[O:8])[NH:5][CH2:4]1.Br[C:10]1[CH:15]=[CH:14][C:13]([Cl:16])=[CH:12][N:11]=1.C(=O)([O-])[O-].[Cs+].[Cs+].CC1(C)C2C=CC=C(P(C3C=CC=CC=3)C3C=CC=CC=3)C=2OC2C1=CC=CC=2P(C1C=CC=CC=1)C1C=CC=CC=1>O1CCOCC1>[Cl:1][CH2:2][CH:3]1[O:7][C:6](=[O:8])[N:5]([C:10]2[CH:15]=[CH:14][C:13]([Cl:16])=[CH:12][N:11]=2)[CH2:4]1 |f:2.3.4|. Procedure: A mixture of 5-(chloromethyl)-1,3-oxazolidin-2-one (136 mg), 2-bromo-5-chloropyridine (192 mg), cesium carbonate (489 mg), bispalladium tribenzylideneacetone (137 mg) and (9,9-dimethyl-9H-xanthene-4,5-diyl)bis(diphenylphosphine) (260 mg) in 1 ml of dioxane was stirred at 85° C. for 12 h. The sample was then cooled to room temperature, and filtered through a plug of silica gel (5×10 ml) eluting with ethyl acetate (50 ml). The eluent was concentrated in vacuo to provide a clear reddish-brown liqui... Starting materials: ClS(=O)(=O)CC(=O)OCC (ethyl chlorosulfonylacetate), C(C)(C)C1=C(C(=CC=C1)C(C)C)O (2,6-diisopropylphenol). Product: C(C)(C)C1=C(OS(=O)(=O)CC(=O)OCC)C(=CC=C1)C(C)C (ethyl (2,6-diisopropylphenoxysulfonyl)acetate). As a reaction SMILES: Cl[S:2]([CH2:5][C:6]([O:8][CH2:9][CH3:10])=[O:7])(=[O:4])=[O:3].[CH:11]([C:14]1[CH:19]=[CH:18][CH:17]=[C:16]([CH:20]([CH3:22])[CH3:21])[C:15]=1[OH:23])([CH3:13])[CH3:12]>>[CH:20]([C:16]1[CH:17]=[CH:18][CH:19]=[C:14]([CH:11]([CH3:13])[CH3:12])[C:15]=1[O:23][S:2]([CH2:5][C:6]([O:8][CH2:9][CH3:10])=[O:7])(=[O:4])=[O:3])([CH3:22])[CH3:21]. Reported procedure: The general procedure of Example I(A) was followed to react ethyl chlorosulfonylacetate with 2,6-diisopropylphenol to give ethyl (2,6-diisopropylphenoxysulfonyl)acetate. The ethyl acetate derivative was hydrolyzed to 2,6-diisopropylphenoxysulfonyl acetic acid. The acetic acid derivative was reacted with dodecylamine and DCC according to Example I(B) to provide 2,6-diisopropylphenyl N-dodecylcarbamoylmethylsulfonate, mp 75°-78° C. Starting materials: ClCc1ccc(OCc2ccccc2)cc1, CN(C)C=O, ClC(Cl)Cl, [Na+], O, O=C([O-])O, CC(=O)Nc1ccc(C(=O)NCc2ccccn2)cc1N. Yields the product CC(=O)Nc1ccc(C(=O)NCc2ccccn2)cc1NCc1ccc(OCc2ccccc2)cc1. As a reaction SMILES: [CH2:22]([c:23]1[cH:24][cH:25][cH:26][cH:27][cH:28]1)[O:29][c:30]1[cH:31][cH:32][c:33]([CH2:34][Cl:35])[cH:36][cH:37]1.[CH3:47][N:48]([CH3:49])[CH:50]=[O:51].[CH:43]([Cl:44])([Cl:45])[Cl:46].[Na+:38].[OH2:52].[OH:39][C:40](=[O:41])[O-:42].[n:1]1[c:2]([CH2:7][NH:8][C:9]([c:10]2[cH:11][c:12]([NH2:20])[c:13]([NH:16][C:17]([CH3:18])=[O:19])[cH:14][cH:15]2)=[O:21])[cH:3][cH:4][cH:5][cH:6]1>>[n:1]1[c:2]([CH2:7][NH:8][C:9]([c:10]2[cH:11][c:12]([NH:20][CH2:34][c:33]3[cH:32][cH:31][c:30]([O:29][CH2:22][c:23]4[cH:24][cH:25][cH:26][cH:27][cH:28]4)[cH:37][cH:36]3)[c:13]([NH:16][C:17]([CH3:18])=[O:19])[cH:14][cH:15]2)=[O:21])[cH:3][cH:4][cH:5][cH:6]1.